This data is from the Open Reaction Database (ORD), a public repository of structured organic reaction records. The task is: describe an organic reaction: reactants, conditions, products, and yield Reactants: CC=1N=C(SC1)NC1=NC=CC(=C1)O (2-(4-Methylthiazol-2-ylamino)pyridin-4-ol), Cl (HCl), FC1=C(C#N)C=CC=C1 (2-fluorobenzonitrile), C([O-])([O-])=O.[K+].[K+] (potassium carbonate). Solvent: CCOCC (ether), CCOCC (ether), CS(=O)C (DMSO), C1CCOC1 (THF). Run at temperature 90 celsius. Product: CC=1N=C(SC1)NC1=NC=CC(=C1)OC1=C(C#N)C=CC=C1 (2-(2-(4-methylthiazol-2-ylamino)pyridin-4-yloxy)benzonitrile). Isolated yield 8.7%. As a reaction SMILES: [CH3:1][C:2]1[N:3]=[C:4]([NH:7][C:8]2[CH:13]=[C:12]([OH:14])[CH:11]=[CH:10][N:9]=2)[S:5][CH:6]=1.F[C:16]1[CH:23]=[CH:22][CH:21]=[CH:20][C:17]=1[C:18]#[N:19].C(=O)([O-])[O-].[K+].[K+].Cl>CS(C)=O.C1COCC1.CCOCC>[CH3:1][C:2]1[N:3]=[C:4]([NH:7][C:8]2[CH:13]=[C:12]([O:14][C:16]3[CH:23]=[CH:22][CH:21]=[CH:20][C:17]=3[C:18]#[N:19])[CH:11]=[CH:10][N:9]=2)[S:5][CH:6]=1 |f:2.3.4|. Reported procedure: 2-(4-Methylthiazol-2-ylamino)pyridin-4-ol (0.100 g, 0.483 mmol), 2-fluorobenzonitrile (0.064 g, 0.531-mmol) and potassium carbonate (0.167 g, 1.21 mmol) were combined in DMSO and heated at 90° C. overnight. The reaction mixture was partitioned between ethyl acetate and water. The organic layer was washed with water and brine, dried, and concentrated. The residue was purified by MPLC, eluting with 3:1 hexane:ethyl acetate to afford the free base. The free base was dissolved in THF (3 mL) and 1M H... Reactants: [Al+3], O=S(=O)(c1ccccc1)c1ccc(C#CC(O)(C(F)F)C(F)F)cc1, [H-], [H-], [H-], [H-], [Li+], C1CCOC1. Yields the product O=S(=O)(c1ccccc1)c1ccc(C=CC(O)(C(F)F)C(F)F)cc1. RXN SMILES: [Al+3:27].[F:1][CH:2]([C:3]([C:4]#[C:5][c:6]1[cH:7][cH:8][c:9]([S:12](=[O:13])(=[O:14])[c:15]2[cH:16][cH:17][cH:18][cH:19][cH:20]2)[cH:10][cH:11]1)([OH:21])[CH:22]([F:23])[F:24])[F:25].[H-:26].[H-:29].[H-:30].[H-:31].[Li+:28].[O:32]1[CH2:33][CH2:34][CH2:35][CH2:36]1>>[F:1][CH:2]([C:3]([CH:4]=[CH:5][c:6]1[cH:7][cH:8][c:9]([S:12](=[O:13])(=[O:14])[c:15]2[cH:16][cH:17][cH:18][cH:19][cH:20]2)[cH:10][cH:11]1)([OH:21])[CH:22]([F:23])[F:24])[F:25]. Reactants: C1CCOC1, CC(C)O, Cc1ccc2nccc(Cl)c2n1. The product is Cc1ccc2nccc(OC(C)C)c2n1. RXN SMILES: [CH2:17]1[O:18][CH2:19][CH2:20][CH2:21]1.[CH:1]([CH3:2])([CH3:3])[OH:4].[Cl:5][c:6]1[cH:7][cH:8][n:9][c:10]2[cH:11][cH:12][c:13]([CH3:16])[n:14][c:15]12>>[CH:1]([CH3:2])([CH3:3])[O:4][c:6]1[cH:7][cH:8][n:9][c:10]2[cH:11][cH:12][c:13]([CH3:16])[n:14][c:15]12. Starting materials: BrB(Br)Br, COc1ccccc1C=C1N=C(C)N(Cc2ccccc2)C1=O, ClCCl, O. The product is CC1=NC(=Cc2ccccc2O)C(=O)N1Cc1ccccc1. RXN SMILES: [B:24]([Br:25])([Br:26])[Br:27].[CH2:1]([c:2]1[cH:3][cH:4][cH:5][cH:6][cH:7]1)[N:8]1[C:9]([CH3:23])=[N:10][C:11](=[CH:14][c:15]2[c:16]([O:21][CH3:22])[cH:17][cH:18][cH:19][cH:20]2)[C:12]1=[O:13].[Cl:29][CH2:30][Cl:31].[OH2:28]>>[CH2:1]([c:2]1[cH:3][cH:4][cH:5][cH:6][cH:7]1)[N:8]1[C:9]([CH3:23])=[N:10][C:11](=[CH:14][c:15]2[c:16]([OH:21])[cH:17][cH:18][cH:19][cH:20]2)[C:12]1=[O:13]. The reactants are NCC=1C=C(C=CC1)B(O)O ((3-aminomethylphenyl)boronic acid), C(C1=CC=CC=C1)OC=1C(=CC2=CC(=CC=C2C1)Br)N1CC(NS1(=O)=O)=O (5-(3-benzyloxy-7-bromonaphthalen-2-yl)-1,1-dioxo-1,2,5-thiadiazolidin-3-one). Product: NCC=1C=C(C=CC1)C1=CC=C2C=C(C(=CC2=C1)N1CC(NS1(=O)=O)=O)OCC1=CC=CC=C1 (5-[7-(3-Aminomethylphenyl)-3-benzyloxynaphthalen-2-yl]-1,1-dioxo-1,2,5-thiadiazolidin-3-one). Reaction SMILES: [NH2:1][CH2:2][C:3]1[CH:4]=[C:5](B(O)O)[CH:6]=[CH:7][CH:8]=1.[CH2:12]([O:19][C:20]1[C:21]([N:31]2[S:35](=[O:37])(=[O:36])[NH:34][C:33](=[O:38])[CH2:32]2)=[CH:22][C:23]2[C:28]([CH:29]=1)=[CH:27][CH:26]=[C:25](Br)[CH:24]=2)[C:13]1[CH:18]=[CH:17][CH:16]=[CH:15][CH:14]=1>>[NH2:1][CH2:2][C:3]1[CH:4]=[C:5]([C:25]2[CH:24]=[C:23]3[C:28]([CH:29]=[C:20]([O:19][CH2:12][C:13]4[CH:18]=[CH:17][CH:16]=[CH:15][CH:14]=4)[C:21]([N:31]4[S:35](=[O:36])(=[O:37])[NH:34][C:33](=[O:38])[CH2:32]4)=[CH:22]3)=[CH:27][CH:26]=2)[CH:6]=[CH:7][CH:8]=1. Reported procedure: 5-[7-(3-Aminomethylphenyl)-3-benzyloxynaphthalen-2-yl]-1,1-dioxo-1,2,5-thiadiazolidin-3-one is prepared according to the general procedure outlined in Example 4, step A, starting with (3-aminomethylphenyl)boronic acid and 5-(3-benzyloxy-7-bromonaphthalen-2-yl)-1,1-dioxo-1,2,5-thiadiazolidin-3-one: (M−H)−=472. Reactants: OC(C(=O)O)(C)C (2-hydroxy-2-methylpropionic acid), ClCCO (2-chloroethanol). RXN SMILES: [OH:1][C:2]([CH3:7])([CH3:6])[C:3]([OH:5])=[O:4].[Cl:8][CH2:9][CH2:10]O>>[OH:1][C:2]([CH3:7])([CH3:6])[C:3]([O:5][CH2:10][CH2:9][Cl:8])=[O:4]. Yields the product OC(C(=O)OCCCl)(C)C (2-Chloroethyl 2-hydroxy-2-methylpropionate). Procedure: 2-Chloroethyl 2-hydroxy-2-methylpropionate was prepared from 2-hydroxy-2-methylpropionic acid and excess 2-chloroethanol essentially by the method described in Step 1 of Example 1: b.p. 75°-77° C./6 mm Hg; 1H NMR δ1.47 (s, 6H), δ3.18 (s, 1H), δ3.72 (t, 2H, J= 5.6 Hz), δ4.43 (t, 2H, J=5.6 Hz); 13C NMR 27.1, 41.2, 64.8, 72.1, 176.8 ppm; HRMS calcd for C5H7ClO3Tms (M-CH3) 223.0557, obsd 223.0577. Starting materials: CO (methanol), C(#N)C1=CC=C(C2=C1SC=C2)N[C@@H](C(=O)NNC(C2=CC=C(C=C2)F)=O)[C@@H](C)O (N′-((2R,3R)-2-(7-cyanobenzo[b]thiophen-4-ylamino)-3-hydroxybutanoyl)-4-fluorobenzohydrazide), CCN(CC)P1(=NC(C)(C)C)N(CCCN1C)C (BEMP), p-TsCl. Solvent: C1CCOC1 (THF). Run at time 15 hour. Yields the product FC1=CC=C(C=C1)C1=NN=C(O1)[C@@H]([C@@H](C)O)NC1=CC=C(C=2SC=CC21)C#N (4-((1R,2R)-1-(5-(4-fluorophenyl)-1,3,4-oxadiazol-2-yl)-2-hydroxypropylamino)benzo[b]thiophene-7-carbonitrile), S1C2=C(C=C1)C=CC=C2C#N (benzo[b]thiophene-7-carbonitrile). Isolated yield 215.7%. As a reaction SMILES: [C:1]([C:3]1[C:8]2[S:9][CH:10]=[CH:11][C:7]=2[C:6]([NH:12][C@H:13]([C@H:27]([OH:29])[CH3:28])[C:14]([NH:16][NH:17][C:18](=[O:26])[C:19]2[CH:24]=[CH:23][C:22]([F:25])=[CH:21][CH:20]=2)=O)=[CH:5][CH:4]=1)#[N:2].CCN(P1(N(C)CCCN1C)=NC(C)(C)C)CC.CO>C1COCC1>[F:25][C:22]1[CH:21]=[CH:20][C:19]([C:18]2[O:26][C:14]([C@H:13]([NH:12][C:6]3[C:7]4[CH:11]=[CH:10][S:9][C:8]=4[C:3]([C:1]#[N:2])=[CH:4][CH:5]=3)[C@H:27]([OH:29])[CH3:28])=[N:16][N:17]=2)=[CH:24][CH:23]=1.[S:9]1[CH:10]=[CH:11][C:7]2[CH:6]=[CH:5][CH:4]=[C:3]([C:1]#[N:2])[C:8]1=2. Reported procedure: To a solution of N′-((2R,3R)-2-(7-cyanobenzo[b]thiophen-4-ylamino)-3-hydroxybutanoyl)-4-fluorobenzohydrazide (0.41 g, 0.99 mmol) in THF (80 mL) was added PS-BEMP (1.36 g, 2.99 mmol, ˜2.2 mmol/g) and p-TsCl (191 mg, 1.0 mmol) at room temperature. The mixture was stirred at room temperature for 15 h, then methanol (5 mL) was added to quench the reaction. The resin was filtered and washed with MeOH. The combined filtrate was concentrated to give a residue, which was purified by flash chromatography... Product: COC(=O)c1c(C(F)F)nc(C(F)(F)F)c(CI)c1CC(C)C. RXN SMILES: [CH3:26][C:27](=[O:28])[CH3:29].[F:1][CH:2]([c:3]1[n:4][c:5]([C:19]([F:20])([F:21])[F:22])[c:6]([CH2:17][Cl:18])[c:7]([CH2:13][CH:14]([CH3:15])[CH3:16])[c:8]1[C:9](=[O:10])[O:11][CH3:12])[F:23].[I-:25].[Na+:24]>>[F:1][CH:2]([c:3]1[n:4][c:5]([C:19]([F:20])([F:21])[F:22])[c:6]([CH2:17][I:25])[c:7]([CH2:13][CH:14]([CH3:15])[CH3:16])[c:8]1[C:9](=[O:10])[O:11][CH3:12])[F:23]. The reactants are CC(C)=O, COC(=O)c1c(C(F)F)nc(C(F)(F)F)c(CCl)c1CC(C)C, [I-], [Na+]. The reactants are COC(=O)c1ccc(NC2CCN(CCCN(C(=O)C3CCN(C(C)=O)CC3)c3ccc(Cl)c(Cl)c3)CC2)cc1, CCO. Yields the product CC(=O)N1CCC(C(=O)N(CCCN2CCC(Nc3ccc(C(=O)O)cc3)CC2)c2ccc(Cl)c(Cl)c2)CC1. Reaction SMILES: [C:1]([CH3:2])(=[O:3])[N:4]1[CH2:5][CH2:6][CH:7]([C:10](=[O:11])[N:12]([c:13]2[cH:14][c:15]([Cl:20])[c:16]([Cl:19])[cH:17][cH:18]2)[CH2:21][CH2:22][CH2:23][N:24]2[CH2:25][CH2:26][CH:27]([NH:30][c:31]3[cH:32][cH:33][c:34]([C:35](=[O:36])[O:37][CH3:38])[cH:39][cH:40]3)[CH2:28][CH2:29]2)[CH2:8][CH2:9]1.[CH3:41][CH2:42][OH:43]>>[C:1]([CH3:2])(=[O:3])[N:4]1[CH2:5][CH2:6][CH:7]([C:10](=[O:11])[N:12]([c:13]2[cH:14][c:15]([Cl:20])[c:16]([Cl:19])[cH:17][cH:18]2)[CH2:21][CH2:22][CH2:23][N:24]2[CH2:25][CH2:26][CH:27]([NH:30][c:31]3[cH:32][cH:33][c:34]([C:35](=[O:36])[OH:37])[cH:39][cH:40]3)[CH2:28][CH2:29]2)[CH2:8][CH2:9]1. Reactants: CC(C)(C)Br, CCOC(=O)c1cnn(-c2ccc(O)c(C#N)c2)c1. Product: CCOC(=O)c1cnn(-c2ccc(OC(C)(C)C)c(C#N)c2)c1. RXN SMILES: [Br:20][C:21]([CH3:22])([CH3:23])[CH3:24].[C:1](#[N:2])[c:3]1[cH:4][c:5](-[n:10]2[n:11][cH:12][c:13]([C:15](=[O:16])[O:17][CH2:18][CH3:19])[cH:14]2)[cH:6][cH:7][c:8]1[OH:9]>>[C:1](#[N:2])[c:3]1[cH:4][c:5](-[n:10]2[n:11][cH:12][c:13]([C:15](=[O:16])[O:17][CH2:18][CH3:19])[cH:14]2)[cH:6][cH:7][c:8]1[O:9][C:21]([CH3:22])([CH3:23])[CH3:24].